From a dataset of the Open Reaction Database (ORD), a public repository of structured organic reaction records. describe an organic reaction: reactants, conditions, products, and yield Starting materials: C([O-])([O-])=O.[K+].[K+] (potassium carbonate), COC(C1=CN=C(C=C1)F)=O (6-fluoronicotinic acid methyl ester), C(C)(C)(C)OC(=O)N1[C@H](CN[C@@H](C1)C)C ((2S,5R)-2,5-dimethyl-piperazine-1-carboxylic acid tert-butyl ester). Run in CS(=O)C (DMSO). Product: C(C)(C)(C)OC(=O)N1[C@H](CN([C@@H](C1)C)C1=NC=C(C=C1)C(=O)OC)C ((2S,5R)-4-(5-Methoxycarbonyl-pyridin-2-yl)-2,5-dimethyl-piperazine-1-carboxylic acid tert-butyl ester). As a reaction SMILES: [CH3:1][O:2][C:3](=[O:11])[C:4]1[CH:9]=[CH:8][C:7](F)=[N:6][CH:5]=1.[C:12]([O:16][C:17]([N:19]1[CH2:24][C@@H:23]([CH3:25])[NH:22][CH2:21][C@@H:20]1[CH3:26])=[O:18])([CH3:15])([CH3:14])[CH3:13].C(=O)([O-])[O-].[K+].[K+]>CS(C)=O>[C:12]([O:16][C:17]([N:19]1[CH2:24][C@@H:23]([CH3:25])[N:22]([C:7]2[CH:8]=[CH:9][C:4]([C:3]([O:2][CH3:1])=[O:11])=[CH:5][N:6]=2)[CH2:21][C@@H:20]1[CH3:26])=[O:18])([CH3:15])([CH3:13])[CH3:14] |f:2.3.4|. Procedure: A mixture of 6-fluoronicotinic acid methyl ester (200 mg, 1.29 mmol) and (2S,5R)-2,5-dimethyl-piperazine-1-carboxylic acid tert-butyl ester was heated at 120° C. in DMSO (2.0 mL) with potassium carbonate (178 mg, 1.29 mmol) for 2 h. The reaction mixture was partitioned between ethyl acetate (20.0 mL) and water (5.0 mL). The organic layer was washed with water (2×5.0 mL), dried over sodium sulfate, filtered and concentrated to give the title intermediate as a yellowish oil. The product is C=NOCc1ccccc1. As a reaction SMILES: [CH2:1]=[O:2].[CH2:4]([c:5]1[cH:6][cH:7][cH:8][cH:9][cH:10]1)[O:11][NH2:12].[ClH:3].[Na+:14].[OH-:13].[OH2:15]>>[CH2:1]=[N:12][O:11][CH2:4][c:5]1[cH:6][cH:7][cH:8][cH:9][cH:10]1. The reactants are C=O, NOCc1ccccc1, Cl, [Na+], [OH-], O. Starting materials: N[C@@H]1CN(C[C@@H]1C)C(=O)OCC1=CC=CC=C1 ((+/−)-(cis)-benzyl 3-amino-4-methylpyrrolidine-1-carboxylate), I[Si](C)(C)C (Iodotrimethylsilane), BrC=1C=C2N(N=CC(=C2N[C@@H]2CN(C[C@@H]2C)C(=O)OCC2=CC=CC=C2)C(N)=O)C1 ((3S,4S)-benzyl 3-((6-bromo-3-carbamoylpyrrolo[1,2-b]pyridazin-4-yl)amino)-4-methylpyrrolidine-1-carboxylate), BrC=1C=C2N(N=CC(=C2Cl)C(=O)N)C1 (6-bromo-4-chloropyrrolo[1,2-b]pyridazine-3-carboxamide). Run in C(C)#N (acetonitrile). Reaction conditions: time 2 hour. The product is BrC=1C=C2N(N=CC(=C2N[C@@H]2CNC[C@@H]2C)C(=O)N)C1 (6-bromo-4-(((3S,4S)-4-methylpyrrolidin-3-yl)amino)pyrrolo[1,2-b]pyridazine-3-carboxamide). Reaction SMILES: I[Si](C)(C)C.[Br:6][C:7]1[CH:8]=[C:9]2[C:14]([NH:15][C@H:16]3[C@@H:20]([CH3:21])[CH2:19][N:18](C(OCC4C=CC=CC=4)=O)[CH2:17]3)=[C:13]([C:32](=[O:34])[NH2:33])[CH:12]=[N:11][N:10]2[CH:35]=1.BrC1C=C2C(Cl)=C(C(N)=O)C=NN2C=1.N[C@H]1[C@@H](C)CN(C(OCC2C=CC=CC=2)=O)C1>C(#N)C>[Br:6][C:7]1[CH:8]=[C:9]2[C:14]([NH:15][C@H:16]3[C@@H:20]([CH3:21])[CH2:19][NH:18][CH2:17]3)=[C:13]([C:32]([NH2:33])=[O:34])[CH:12]=[N:11][N:10]2[CH:35]=1. Procedure details: Iodotrimethylsilane (6.23 mL, 45.8 mmol) was added dropwise to a suspension of (3S,4S)-benzyl 3-((6-bromo-3-carbamoylpyrrolo[1,2-b]pyridazin-4-yl)amino)-4-methylpyrrolidine-1-carboxylate (8.65 g, 18.31 mmol, prepared by coupling Intermediate 2 and enantiopure Intermediate 5 as previously described in Example 52) in acetonitrile (60 mL). The resulting mixture turned to a homogeneous solution several minutes after completion of addition and gradually turned to brown suspension. After 2 h at room t... Starting materials: FC=1C(NC(NC1)=O)=O (5-fluorouracil), C(C)(=O)OC1[C@@H](OC(C)=O)[C@H](OC(C2=CC=CC=C2)=O)[C@@H](O1)COC(C1=CC=CC=C1)=O (1,2-di-O-acetyl-3,5-di-O-benzoyl-L-xylofuranose), β-L-Xylofuranosyl Nucleosides, Nucleic Acid, Heterocyclic, FC(S(=O)(=O)O[Si](C)(C)C)(F)F (trimethylsilyl trifluoromethanesulfonate), C[Si](N[Si](C)(C)C)(C)C (hexamethyldisilazane), S(=O)(=O)([O-])[O-].[NH4+].[NH4+] (ammonium sulfate). Solvent: C(Cl)Cl (methylene chloride), CO (methanol), ClCCCl (1,2-dichloroethane), C(Cl)(Cl)Cl (chloroform), ClCCCl (1,2-dichloroethane). Reaction conditions: time 6 hour. The product is C(C)(=O)O[C@@H]1[C@H](O[C@H]([C@H]1OC(C1=CC=CC=C1)=O)COC(C1=CC=CC=C1)=O)N1C(=O)NC(=O)C(=C1)F (1-(2-O-Acetyl-3,5-di-O-Benzoyl-β-L-Xylofuranosyl)-5-Fluorouracil). Yield: 83.9%. Reaction SMILES: [F:1][C:2]1[C:3](=[O:9])[NH:4][C:5](=[O:8])[NH:6][CH:7]=1.C[Si](C)(C)N[Si](C)(C)C.S([O-])([O-])(=O)=O.[NH4+].[NH4+].C(O[CH:30]1[O:47][C@@H:46]([CH2:48][O:49][C:50](=[O:57])[C:51]2[CH:56]=[CH:55][CH:54]=[CH:53][CH:52]=2)[C@@H:36]([O:37][C:38](=[O:45])[C:39]2[CH:44]=[CH:43][CH:42]=[CH:41][CH:40]=2)[C@@H:31]1[O:32][C:33](=[O:35])[CH3:34])(=O)C.FC(F)(F)S(O[Si](C)(C)C)(=O)=O>ClCCCl.C(Cl)(Cl)Cl.C(Cl)Cl.CO>[C:33]([O:32][C@H:31]1[C@H:36]([O:37][C:38](=[O:45])[C:39]2[CH:44]=[CH:43][CH:42]=[CH:41][CH:40]=2)[C@H:46]([CH2:48][O:49][C:50](=[O:57])[C:51]2[CH:56]=[CH:55][CH:54]=[CH:53][CH:52]=2)[O:47][C@@H:30]1[N:6]1[CH:7]=[C:2]([F:1])[C:3](=[O:9])[NH:4][C:5]1=[O:8])(=[O:35])[CH3:34] |f:2.3.4|. Procedure: A suspension of 5-fluorouracil (5.0 g, 38.4 mmol) was treated with hexamethyldisilazane (HMDS, 260 mL) and a catalytic amount of ammonium sulfate during 18 h under reflux. After cooling to room temperature, the mixture was evaporated under reduced pressure, and the residue obtained as a colorless oil was diluted with anhydrous 1,2-dichloroethane (260 mL). To the resulting solution was added 1,2-di-O-acetyl-3,5-di-O-benzoyl-L-xylofuranose 1 (11.3 g, 25.6 mmol) [Ref.: Gosselin, G.; Bergogne, M. -C... Starting materials: CN([C@@H](CSC(C1=CC=CC=C1)(C1=CC=CC=C1)C1=CC=CC=C1)C(=O)O)C(=O)OC(C)(C)C (N-methyl-N-tert-butoxycarbonyl-S-triphenylmethyl-L-cysteine), CN1CCCCC1 (N-methylpiperidine), ClC(=O)OCC(C)C (isobutyl chloroformate), CN1CCCCC1 (N-methylpiperidine), CNOC (N,O-dimethylhydroxylamine). Solvent: ClCCl (dichloromethane), ClCCl (dichloromethane). Reaction conditions: temperature 20 celsius, time 2 hour. The product is CN([C@H](C(=O)N(C)OC)CSC(C1=CC=CC=C1)(C1=CC=CC=C1)C1=CC=CC=C1)C(=O)OC(C)(C)C (N-(N-methyl-2(R)-tert-butoxycarbonylamino-3-(triphenylmethylthio)propionyl)-N,O-dimethylhydroxyl-amine). Isolated yield 49.4%. As a reaction SMILES: CN1CCCCC1.[CH3:8][NH:9][O:10][CH3:11].[CH3:12][N:13]([C:39]([O:41][C:42]([CH3:45])([CH3:44])[CH3:43])=[O:40])[C@H:14]([C:36]([OH:38])=O)[CH2:15][S:16][C:17]([C:30]1[CH:35]=[CH:34][CH:33]=[CH:32][CH:31]=1)([C:24]1[CH:29]=[CH:28][CH:27]=[CH:26][CH:25]=1)[C:18]1[CH:23]=[CH:22][CH:21]=[CH:20][CH:19]=1.ClC(OCC(C)C)=O>ClCCl>[CH3:12][N:13]([C:39]([O:41][C:42]([CH3:45])([CH3:43])[CH3:44])=[O:40])[C@@H:14]([CH2:15][S:16][C:17]([C:18]1[CH:23]=[CH:22][CH:21]=[CH:20][CH:19]=1)([C:24]1[CH:25]=[CH:26][CH:27]=[CH:28][CH:29]=1)[C:30]1[CH:35]=[CH:34][CH:33]=[CH:32][CH:31]=1)[C:36]([N:9]([O:10][CH3:11])[CH3:8])=[O:38]. Reported procedure: 1.96 cm3 of N-methylpiperidine are added, at a temperature in the region of 0° C., to a suspension of 1.57 g of N,O-dimethylhydroxylamine in 10 cm3 of dichloromethane. This solution is added to the reaction mixture containing 7.8 g of N-methyl-N-tert-butoxycarbonyl-S-triphenylmethyl-L-cysteine, 1.96 cm3 of N-methylpiperidine and 2.08 cm3 of isobutyl chloroformate in 20 cm3 of dichloromethane at a temperature in the region of -8° C. The reaction mixture is stirred for 2 hours at a temperature in ...